This data is from the Open Reaction Database (ORD), a public repository of structured organic reaction records. The task is: describe an organic reaction: reactants, conditions, products, and yield Reactants: C(C(=O)Cl)(=O)Cl (oxalyl chloride), C(C)(=O)OCC (ethyl acetate), ClC1=NC=C(C=C1C(=O)O)F (2-chloro-5-fluoropyridine-3-carboxylic acid), CN(C)C=O (DMF). The reagents and catalysts are [OH-].[NH4+] (Ammonium hydroxide). Solvent: O (water), ClCCl (dichloromethane). Run at time 2 hour. Yields the product ClC1=NC=C(C=C1C(=O)N)F (2-chloro-5-fluoropyridine-3-carboxamide). The yield is 809.8%. RXN SMILES: [Cl:1][C:2]1[C:7]([C:8](O)=[O:9])=[CH:6][C:5]([F:11])=[CH:4][N:3]=1.C(Cl)(=O)C(Cl)=O.C[N:19](C=O)C.C(OCC)(=O)C>ClCCl.[OH-].[NH4+].O>[Cl:1][C:2]1[C:7]([C:8]([NH2:19])=[O:9])=[CH:6][C:5]([F:11])=[CH:4][N:3]=1 |f:5.6|. Procedure details: To the suspension of 2-chloro-5-fluoropyridine-3-carboxylic acid (37.0 g, 210.8 mmol) in dichloromethane (555 mL) was added oxalyl chloride (56.2 g, 442.7 mmol) under nitrogen. DMF (1.54 g, 21.08 mmol) was added slowly to the reaction mixture. The mixture was stirred at room temperature for 2 hr and dichloromethane was removed under reduced pressure. The residue was dissolved in THF (300 mL) and cooled down to 0° C. by ice bath. Ammonium hydroxide (28-30%, 113.0 mL, 1.8 mmol) was added in one po... Reactants: O=C([O-])[O-], Cc1ccccc1, ClCCOCCN1c2ccccc2CCc2ccccc21, [K+], [K+], CCOC(=O)C1CCCNC1, O. The product is CCOC(=O)C1CCCN(CCOCCN2c3ccccc3CCc3ccccc32)C1. RXN SMILES: [C:40](=[O:41])([O-:42])[O-:43].[CH3:33][c:34]1[cH:35][cH:36][cH:37][cH:38][cH:39]1.[Cl:1][CH2:2][CH2:3][O:4][CH2:5][CH2:6][N:7]1[c:8]2[c:9]([cH:18][cH:19][cH:20][cH:21]2)[CH2:10][CH2:11][c:12]2[c:13]1[cH:14][cH:15][cH:16][cH:17]2.[K+:44].[K+:45].[NH:22]1[CH2:23][CH:24]([C:28](=[O:29])[O:30][CH2:31][CH3:32])[CH2:25][CH2:26][CH2:27]1.[OH2:46]>>[CH2:2]([CH2:3][O:4][CH2:5][CH2:6][N:7]1[c:8]2[c:9]([cH:18][cH:19][cH:20][cH:21]2)[CH2:10][CH2:11][c:12]2[c:13]1[cH:14][cH:15][cH:16][cH:17]2)[N:22]1[CH2:23][CH:24]([C:28](=[O:29])[O:30][CH2:31][CH3:32])[CH2:25][CH2:26][CH2:27]1. The reactants are ClC1=NC(=CC(=N1)Cl)C=1SC=CC1Cl (2,4-dichloro-6-(3-chloro-thiophen-2-yl)-pyrimidine), CN1CCNCC1 (1-methylpiperazine). Run in C(C)O (ethanol). Reaction conditions: time 3 hour. Yields the product ClC1=NC(=CC(=N1)C=1SC=CC1Cl)N1CCN(CC1)C (2-Chloro-4-(3-chloro-thiophen-2-yl)-6-(4-methyl-piperazin-1-yl)-pyrimidine). Reaction SMILES: [Cl:1][C:2]1[N:7]=[C:6](Cl)[CH:5]=[C:4]([C:9]2[S:10][CH:11]=[CH:12][C:13]=2[Cl:14])[N:3]=1.[CH3:15][N:16]1[CH2:21][CH2:20][NH:19][CH2:18][CH2:17]1>C(O)C>[Cl:1][C:2]1[N:3]=[C:4]([C:9]2[S:10][CH:11]=[CH:12][C:13]=2[Cl:14])[CH:5]=[C:6]([N:19]2[CH2:20][CH2:21][N:16]([CH3:15])[CH2:17][CH2:18]2)[N:7]=1. Reported procedure: To a vial was added 2,4-dichloro-6-(3-chloro-thiophen-2-yl)-pyrimidine (50 mg, 0.19 mmol), 1-methylpiperazine (50 mg, 0.5 mmol), and ethanol (2 mL). The resulting mixture was stirred at room temperature for 3 hrs. Ethanol was removed and the resulting residue was dissolved with EtOAc. The organic layer was washed with 1N hydrochloric acid and concentrated to yield the title compound as a solid. Reactants: O=C(O)CNC(=O)OCc1ccccc1, CCN=C=NCCCN(C)C, CCN(C(C)C)C(C)C, ClCCl, Cl, CC(C)(C)OC(=O)CCC1CC(NC(=O)OC(C)(C)C)CCC1N, O, On1nnc2ccccc21. The product is CC(C)(C)OC(=O)CCC1CC(NC(=O)OC(C)(C)C)CCC1NC(=O)CNC(=O)OCc1ccccc1. Reaction SMILES: [CH2:25]([c:26]1[cH:27][cH:28][cH:29][cH:30][cH:31]1)[O:32][C:33](=[O:34])[NH:35][CH2:36][C:37](=[O:38])[OH:39].[CH2:61]([N:62]=[C:63]=[N:64][CH2:65][CH2:66][CH2:67][N:68]([CH3:69])[CH3:70])[CH3:71].[CH:40]([N:41]([CH:42]([CH3:43])[CH3:44])[CH2:45][CH3:46])([CH3:47])[CH3:48].[Cl:72][CH2:73][Cl:74].[ClH:60].[NH2:1][CH:2]1[CH:3]([CH2:16][CH2:17][C:18](=[O:19])[O:20][C:21]([CH3:22])([CH3:23])[CH3:24])[CH2:4][CH:5]([NH:8][C:9](=[O:10])[O:11][C:12]([CH3:13])([CH3:14])[CH3:15])[CH2:6][CH2:7]1.[OH2:49].[OH:50][n:51]1[c:52]2[cH:53][cH:54][cH:55][cH:56][c:57]2[n:58][n:59]1>>[NH:1]([CH:2]1[CH:3]([CH2:16][CH2:17][C:18](=[O:19])[O:20][C:21]([CH3:22])([CH3:23])[CH3:24])[CH2:4][CH:5]([NH:8][C:9](=[O:10])[O:11][C:12]([CH3:13])([CH3:14])[CH3:15])[CH2:6][CH2:7]1)[C:37]([CH2:36][NH:35][C:33]([O:32][CH2:25][c:26]1[cH:27][cH:28][cH:29][cH:30][cH:31]1)=[O:34])=[O:38]. The reactants are C1(CC1)COC=1C=C2C=3C=C(C=CC3C3=C(N(C(=N3)C3=C(C#N)C=CC=C3C#N)COCC[Si](C)(C)C)C2=CC1)CC(C)(C)O (2-(9-(cyclopropylmethoxy)-6-(2-hydroxy-2-methylpropyl)-1-{[2-(trimethylsilyl)ethoxy]methyl}-1H-phenanthro[9,10-d]imidazol-2-yl)isophthalonitrile), O (Water). The solvent is CCCC[N+](CCCC)(CCCC)CCCC.[F-] (TBAF). Yields the product C1(CC1)COC=1C=C2C=3C=C(C=CC3C3=C(NC(=N3)C3=C(C#N)C=CC=C3C#N)C2=CC1)CC(C)(C)O (2-[9-(cyclopropylmethoxy)-6-(2-hydroxy-2-methylpropyl)-1H-phenanthro[9,10-d]imidazol-2-yl] isophthalonitrile). Yield: 36.0%. Reaction SMILES: [CH:1]1([CH2:4][O:5][C:6]2[CH:7]=[C:8]3[C:38](=[CH:39][CH:40]=2)[C:16]2[N:17](COCC[Si](C)(C)C)[C:18]([C:20]4[C:27]([C:28]#[N:29])=[CH:26][CH:25]=[CH:24][C:21]=4[C:22]#[N:23])=[N:19][C:15]=2[C:14]2[CH:13]=[CH:12][C:11]([CH2:41][C:42]([OH:45])([CH3:44])[CH3:43])=[CH:10][C:9]3=2)[CH2:3][CH2:2]1.O>CCCC[N+](CCCC)(CCCC)CCCC.[F-]>[CH:1]1([CH2:4][O:5][C:6]2[CH:7]=[C:8]3[C:38](=[CH:39][CH:40]=2)[C:16]2[NH:17][C:18]([C:20]4[C:27]([C:28]#[N:29])=[CH:26][CH:25]=[CH:24][C:21]=4[C:22]#[N:23])=[N:19][C:15]=2[C:14]2[CH:13]=[CH:12][C:11]([CH2:41][C:42]([OH:45])([CH3:43])[CH3:44])=[CH:10][C:9]3=2)[CH2:3][CH2:2]1 |f:2.3|. Procedure: Crude 2-(9-(cyclopropylmethoxy)-6-(2-hydroxy-2-methylpropyl)-1-{[2-(trimethylsilyl)ethoxy]methyl}-1H-phenanthro[9,10-d]imidazol-2-yl)isophthalonitrile (1.37 mmol) from Step 6 above was dissolved in TBAF (1 M in THF, 10 mL) and the mixture heated at reflux for 1.5 h. Water was added, and the aqueous layer extracted with ethyl acetate. The organic layer was dried over MgSO4, filtered and concentrated. The material was purified by flash chromatography on silica (70% ethyl acetate in hexanes) to aff... Reactants: Cl, Cl, Cl, NCCCNCCCCNC(=O)C(O)O, N=C(N)NCCCCCCC=CC(N)=O, O, O=C(O)CCCC(=O)O. The product is N=C(N)NCCCCCCC=CC(=O)NC(O)C(=O)NCCCCNCCCN. RXN SMILES: [ClH:17].[ClH:18].[ClH:1].[NH2:19][CH2:20][CH2:21][CH2:22][NH:23][CH2:24][CH2:25][CH2:26][CH2:27][NH:28][C:29]([CH:30]([OH:31])[OH:32])=[O:33].[NH:2]([C:3](=[NH:4])[NH2:5])[CH2:6][CH2:7][CH2:8][CH2:9][CH2:10][CH2:11][CH:12]=[CH:13][C:14](=[O:15])[NH2:16].[OH2:43].[OH:34][C:35]([CH2:36][CH2:37][CH2:38][C:39](=[O:40])[OH:41])=[O:42]>>[NH:2]([C:3](=[NH:4])[NH2:5])[CH2:6][CH2:7][CH2:8][CH2:9][CH2:10][CH2:11][CH:12]=[CH:13][C:14](=[O:15])[NH:16][CH:30]([C:29]([NH:28][CH2:27][CH2:26][CH2:25][CH2:24][NH:23][CH2:22][CH2:21][CH2:20][NH2:19])=[O:33])[OH:31]. Starting materials: BrCCOC1CCCCO1, O=C([O-])[O-], CCc1c(OCc2ccccc2)cc(OCc2ccccc2)c(Br)c1Cc1nn(CCOC2CCCCO2)c(=O)o1, CO, CN(C)C=O, Cl, [K+], [K+]. Yields the product CCc1c(OCc2ccccc2)cc(OCc2ccccc2)c(Br)c1Cc1nn(CCO)c(=O)o1. As a reaction SMILES: [Br:7][CH2:8][CH2:9][O:10][CH:11]1[CH2:12][CH2:13][CH2:14][CH2:15][O:16]1.[C:1](=[O:2])([O-:3])[O-:4].[CH2:17]([c:18]1[cH:19][cH:20][cH:21][cH:22][cH:23]1)[O:24][c:25]1[c:26]([CH2:56][CH3:57])[c:27]([CH2:40][c:41]2[n:42][n:43]([CH2:47][CH2:48][O:49][CH:50]3[CH2:51][CH2:52][CH2:53][CH2:54][O:55]3)[c:44](=[O:46])[o:45]2)[c:28]([Br:39])[c:29]([O:31][CH2:32][c:33]2[cH:34][cH:35][cH:36][cH:37][cH:38]2)[cH:30]1.[CH3:59][OH:60].[CH3:61][N:62]([CH3:63])[CH:64]=[O:65].[ClH:58].[K+:5].[K+:6]>>[CH2:17]([c:18]1[cH:19][cH:20][cH:21][cH:22][cH:23]1)[O:24][c:25]1[c:26]([CH2:56][CH3:57])[c:27]([CH2:40][c:41]2[n:42][n:43]([CH2:47][CH2:48][OH:49])[c:44](=[O:46])[o:45]2)[c:28]([Br:39])[c:29]([O:31][CH2:32][c:33]2[cH:34][cH:35][cH:36][cH:37][cH:38]2)[cH:30]1. Reactants: P12(=S)SP3(=S)SP(=S)(S1)SP(=S)(S2)S3 (Phosphorus pentasulfide), ClC1CN(CCC1=O)C(=O)OCC (3-chloro-1-ethoxycarbonylpiperidin-4-one), O (Water), C(C)OCC (diethyl ether), resultant mixture, C(=O)N (formamide). Solvent: C(CCC)O (n-butanol). Run at time 8 hour. Yields the product C(C)OC(=O)N1CC2=C(CC1)N=CS2 (5-Ethoxycarbonyl-4,5,6,7-tetrahydrothiazolo[5,4-c]-pyridine). RXN SMILES: P12(SP3(SP(SP(S3)(S1)=S)(=S)S2)=S)=[S:2].O.C(OCC)C.Cl[CH:22]1[C:27](=O)[CH2:26][CH2:25][N:24]([C:29]([O:31][CH2:32][CH3:33])=[O:30])[CH2:23]1.[CH:34]([NH2:36])=O>C(O)CCC>[CH2:32]([O:31][C:29]([N:24]1[CH2:25][CH2:26][C:27]2[N:36]=[CH:34][S:2][C:22]=2[CH2:23]1)=[O:30])[CH3:33]. Procedure details: Phosphorus pentasulfide (500 g) was suspended in formamide (3,000 ml) with ice cooling, and the suspension was stirred overnight. Water and diethyl ether were added to the reaction mixture, and an organic layer was separated and dried over anhydrous magnesium sulfate, and the solvent was distilled off to obtain a yellow oil. After the oil was dissolved in n-butanol (350 ml), and 3-chloro-1-ethoxycarbonylpiperidin-4-one (150 g) synthesized according to the process described in literature (Tetrahe... Reactants: C(C)(C)(C)OC(=O)N1CCC(CC1)C(=O)C1=NC2=C(N1CC1=NC=CC=C1)C=CC=C2 (1-(t-butoxycarbonyl)-4-(1-(pyrid-2-ylmethyl)-1H-benzimidazole-2-carbonyl)piperidine), I (hydriodic acid), I (hydriodic acid). Solvent: ClCCl (dichloromethane). Run at temperature 0 celsius, time 30 minute. Product: I.N1=C(C=CC=C1)CN1C(=NC2=C1C=CC=C2)C(=O)C2CCNCC2 (4-(1-(pyrid-2-ylmethyl)-1H-benzimidazole-2-carbonyl)piperidine Hydriodic Acid Salt). As a reaction SMILES: C(OC([N:8]1[CH2:13][CH2:12][CH:11]([C:14]([C:16]2[N:20]([CH2:21][C:22]3[CH:27]=[CH:26][CH:25]=[CH:24][N:23]=3)[C:19]3[CH:28]=[CH:29][CH:30]=[CH:31][C:18]=3[N:17]=2)=[O:15])[CH2:10][CH2:9]1)=O)(C)(C)C.[IH:32]>ClCCl>[IH:32].[N:23]1[CH:24]=[CH:25][CH:26]=[CH:27][C:22]=1[CH2:21][N:20]1[C:19]2[CH:28]=[CH:29][CH:30]=[CH:31][C:18]=2[N:17]=[C:16]1[C:14]([CH:11]1[CH2:12][CH2:13][NH:8][CH2:9][CH2:10]1)=[O:15] |f:3.4|. Procedure details: Combine 1-(t-butoxycarbonyl)-4-(1-(pyrid-2-ylmethyl)-1H-benzimidazole-2-carbonyl)piperidine (1.96 g, 4.7 mmol) and dichloromethane (150 mL). Cool to 0° C. using an ice bath. Add hydriodic acid (gas) until the solution is saturated and stir. After 30 minutes, again add hydriodic acid (gas) until the solution is saturated. After 2 hours, evaporate in vacuo to give, after drying, the title compound: mp 165-167° C. The reactants are C1(CC1)CN1CCC(CC1)C(=O)N1CC(C(C1)NC)C1=CC(=C(C=C1)Cl)Cl ((1-cyclopropylmethyl-piperidin-4-yl)-[(3SR,4RS)-3-(3,4-dichloro-phenyl)-4-methylamino-pyrrolidin-1-yl]-methanone), ClC1=C(C=C(C(=O)O)C=C1)C(F)(F)F (4-chloro-3-(trifluoromethyl)benzoic acid). Product: ClC1=C(C=C(C(=O)N(C)C2CN(CC2C2=CC(=C(C=C2)Cl)Cl)C(=O)C2CCN(CC2)CC2CC2)C=C1)C(F)(F)F (4-chloro-N-[(3RS,4SR)-1-(1-cyclopropylmethyl-piperidine-4-carbonyl)-4-(3,4-dichloro-phenyl)-pyrrolidin-3-yl]-N-methyl-3-trifluoromethyl-benzamide). As a reaction SMILES: [CH:1]1([CH2:4][N:5]2[CH2:10][CH2:9][CH:8]([C:11]([N:13]3[CH2:17][CH:16]([NH:18][CH3:19])[CH:15]([C:20]4[CH:25]=[CH:24][C:23]([Cl:26])=[C:22]([Cl:27])[CH:21]=4)[CH2:14]3)=[O:12])[CH2:7][CH2:6]2)[CH2:3][CH2:2]1.[Cl:28][C:29]1[CH:37]=[CH:36][C:32]([C:33]([OH:35])=O)=[CH:31][C:30]=1[C:38]([F:41])([F:40])[F:39]>>[Cl:28][C:29]1[CH:37]=[CH:36][C:32]([C:33]([N:18]([CH:16]2[CH:15]([C:20]3[CH:25]=[CH:24][C:23]([Cl:26])=[C:22]([Cl:27])[CH:21]=3)[CH2:14][N:13]([C:11]([CH:8]3[CH2:9][CH2:10][N:5]([CH2:4][CH:1]4[CH2:3][CH2:2]4)[CH2:6][CH2:7]3)=[O:12])[CH2:17]2)[CH3:19])=[O:35])=[CH:31][C:30]=1[C:38]([F:41])([F:40])[F:39]. Procedure: In analogy to the procedure described for the synthesis of example 87 (step c), the title compound 4-chloro-N-[(3RS,4SR)-1-(1-cyclopropylmethyl-piperidine-4-carbonyl)-4-(3,4-dichloro-phenyl)-pyrrolidin-3-yl]-N-methyl-3-trifluoromethyl-benzamide was prepared from (1-cyclopropylmethyl-piperidin-4-yl)-[(3SR,4RS)-3-(3,4-dichloro-phenyl)-4-methylamino-pyrrolidin-1-yl]-methanone instead of N-[(3RS,4SR)-4-(4-chloro-phenyl)-pyrrolidin-3-yl]-4-methoxy-N-methyl-3-trifluoromethyl-benzamide using 4-chloro-3...